Dataset: the Open Reaction Database (ORD), a public repository of structured organic reaction records. Task: describe an organic reaction: reactants, conditions, products, and yield Reactants: NC1=C(C=C(C(=C1)Cl)[N+](=O)[O-])O (2-amino-4-chloro-5-nitrophenol), C(C=C)Br (allyl bromide), C(=O)([O-])[O-].[K+].[K+] (K2CO3). Solvent: CN(C)C=O (DMF). Reaction conditions: time 3 hour. Yields the product C(C=C)OC1=C(N)C=C(C(=C1)[N+](=O)[O-])Cl (2-(allyloxy)-5-chloro-4-nitroaniline). Isolated yield 90.0%. As a reaction SMILES: [NH2:1][C:2]1[CH:7]=[C:6]([Cl:8])[C:5]([N+:9]([O-:11])=[O:10])=[CH:4][C:3]=1[OH:12].[CH2:13](Br)[CH:14]=[CH2:15].C([O-])([O-])=O.[K+].[K+]>CN(C=O)C>[CH2:15]([O:12][C:3]1[CH:4]=[C:5]([N+:9]([O-:11])=[O:10])[C:6]([Cl:8])=[CH:7][C:2]=1[NH2:1])[CH:14]=[CH2:13] |f:2.3.4|. Procedure details: To a mixture of 2-amino-4-chloro-5-nitrophenol (10 g, 0.053 mol) and allyl bromide (5.05 mL, 0.058 mol) in DMF (100 mL) was added K2CO3. The reaction mixture was stirred at room temperature for 3 hours, and then the inorganic salts were filtered off. The filtrate was concentrated, and the residue was dissolved in ethyl acetate and washed with aqueous NH4Cl. The organic layer was dried over MgSO4 and concentrated to provide the desired product (10.9 g, 90%) as yellow solid. MS (DCI/NH3) m/z 246.0...